Dataset: the Open Reaction Database (ORD), a public repository of structured organic reaction records. Task: describe an organic reaction: reactants, conditions, products, and yield Reactants: OCc1ccc(Cl)nc1, NN, O. Yields the product NNc1ccc(CO)cn1. As a reaction SMILES: [Cl:1][c:2]1[cH:3][cH:4][c:5]([CH2:8][OH:9])[cH:6][n:7]1.[NH2:11][NH2:12].[OH2:10]>>[c:2]1([NH:11][NH2:12])[cH:3][cH:4][c:5]([CH2:8][OH:9])[cH:6][n:7]1. The reactants are CN(C)C(=O)O, O=CNc1n[nH]c2ccc(C(F)(F)F)cc12, [Cl-], O, c1ccncc1. The product is CN(C)C(=O)n1nc(NC=O)c2cc(C(F)(F)F)ccc21. As a reaction SMILES: [CH3:18][N:19]([C:20]([OH:21])=[O:22])[CH3:23].[CH:1](=[O:2])[NH:3][c:4]1[n:5][nH:6][c:7]2[cH:8][cH:9][c:10]([C:13]([F:14])([F:15])[F:16])[cH:11][c:12]12.[Cl-:17].[OH2:24].[cH:25]1[cH:26][cH:27][n:28][cH:29][cH:30]1>>[CH:1](=[O:2])[NH:3][c:4]1[n:5][n:6]([C:20]([N:19]([CH3:18])[CH3:23])=[O:21])[c:7]2[cH:8][cH:9][c:10]([C:13]([F:14])([F:15])[F:16])[cH:11][c:12]12. Reactants: C(C)OC([C@@H]1N(CC(C1)O)S(=O)(=O)C1=CC=C(C=C1)C)=O (1-(4-toluenesulfonyl)-4-hydroxy-D-proline ethyl ester), C1(=CC=C(C=C1)S(=O)(=O)Cl)C (4-toluenesulfonyl chloride), O (Water). Solvent: N1=CC=CC=C1 (pyridine). Reaction conditions: temperature 0 celsius, time 1 hour. Product: C(C)OC([C@@H]1N(CC(C1)OS(=O)(=O)C1=CC=C(C=C1)C)S(=O)(=O)C1=CC=C(C=C1)C)=O (1-(4-TOLUENESULFONYL)-4-(4-TOLUENESULFONYLOXY)-D-PROLINE ETHYL ESTER). Yield: 87.5%. RXN SMILES: [CH2:1]([O:3][C:4](=[O:21])[C@H:5]1[CH2:9][CH:8]([OH:10])[CH2:7][N:6]1[S:11]([C:14]1[CH:19]=[CH:18][C:17]([CH3:20])=[CH:16][CH:15]=1)(=[O:13])=[O:12])[CH3:2].[C:22]1([CH3:32])[CH:27]=[CH:26][C:25]([S:28](Cl)(=[O:30])=[O:29])=[CH:24][CH:23]=1.O>N1C=CC=CC=1>[CH2:1]([O:3][C:4](=[O:21])[C@H:5]1[CH2:9][CH:8]([O:10][S:28]([C:25]2[CH:26]=[CH:27][C:22]([CH3:32])=[CH:23][CH:24]=2)(=[O:30])=[O:29])[CH2:7][N:6]1[S:11]([C:14]1[CH:15]=[CH:16][C:17]([CH3:20])=[CH:18][CH:19]=1)(=[O:12])=[O:13])[CH3:2]. Procedure details: To a cold solution of 11.85 g (38 mmoles) 1-(4-toluenesulfonyl)-4-hydroxy-D-proline ethyl ester in 37 mL pyridine at 0° C. was added 8.0 g (41 mmoles) of 4-toluenesulfonyl chloride portionwise in 15 minutes. The cold solution was stirred one hour at 0° C. and then 48 h at room temperature. Water (100 mL) was added dropwise in the solution cooled at 0° C. which was stirred 30 minutes at 0° C. The precipitate was filtered and washed with cold water and ether to give 15.55 g of titled compound. MP ...